This data is from the Open Reaction Database (ORD), a public repository of structured organic reaction records. The task is: describe an organic reaction: reactants, conditions, products, and yield The reactants are C(C)(=O)O[C@H]1[C@@H](O[C@@H]([C@H]1OC(C)=O)C)N1C(=O)N=C(NC(=O)OCCC(CCCC(CCCC(CCCC(C)C)C)C)C)C(=C1)F (2′,3′-Di-O-acetyl-5′-deoxy-5-fluoro-N4-(3,7,11,15-Tetramethyl-hexadecyl oxycarbonyl)cytidine), [OH-].[Na+] (NaOH), Cl (HCl). Procedure details: The obtained crude compound 7a (16.70 g, 24.89 mmol) was dissolved in MeOH (50 ml) and cooled down on an ice bath. NaOH (24 ml, 8M) solution was added dropwise to maintain the reaction temperature at 4° C. Then the pH of the reaction mixture was immediately adjusted to 7 by dropwise addition of HCl solution (2.3M). The organic layer was separated and washed with water, dried over anhydrous Na2SO4 and filtered. The filtrate was evaporated to dryness under reduced pressure. The residue was further... The product is FC=1C(=NC(N([C@H]2[C@H](O)[C@H](O)[C@@H](C)O2)C1)=O)NC(=O)OCCC(CCCC(CCCC(CCCC(C)C)C)C)C (5′-deoxy-5-fluoro-N4-(3,7,11,15-Tetramethyl-hexadecyloxycarbonyl)cytidine). Run at temperature 4 celsius. Solvent: CO (MeOH). As a reaction SMILES: C([O:4][C@@H:5]1[C@H:9]([O:10]C(=O)C)[C@@H:8]([CH3:14])[O:7][C@H:6]1[N:15]1[CH:45]=[C:44]([F:46])[C:19]([NH:20][C:21]([O:23][CH2:24][CH2:25][CH:26]([CH3:43])[CH2:27][CH2:28][CH2:29][CH:30]([CH3:42])[CH2:31][CH2:32][CH2:33][CH:34]([CH3:41])[CH2:35][CH2:36][CH2:37][CH:38]([CH3:40])[CH3:39])=[O:22])=[N:18][C:16]1=[O:17])(=O)C.[OH-].[Na+].Cl>CO>[F:46][C:44]1[C:19]([NH:20][C:21]([O:23][CH2:24][CH2:25][CH:26]([CH3:43])[CH2:27][CH2:28][CH2:29][CH:30]([CH3:42])[CH2:31][CH2:32][CH2:33][CH:34]([CH3:41])[CH2:35][CH2:36][CH2:37][CH:38]([CH3:40])[CH3:39])=[O:22])=[N:18][C:16](=[O:17])[N:15]([CH:45]=1)[C@@H:6]1[O:7][C@H:8]([CH3:14])[C@@H:9]([OH:10])[C@H:5]1[OH:4] |f:1.2|. Isolated yield 67.7%. Starting materials: C(=O)(O)[O-].[Na+] (NaHCO3), CN1N=CC(=C1C1(CC\C=C/CC1)O)[N+](=O)[O-] ((Z)-1-(1-methyl-4-nitro-1H-pyrazol-5-yl)cyclohept-4-enol), COCCN(CCOC)S(F)(F)F (deoxo-Fluor). The solvent is C(Cl)Cl (DCM), C1CCOC1 (THF). Run at time 90 minute. The product is C\1(=C\C\C=C/CC1)/C1=C(C=NN1C)[N+](=O)[O-] (5-((1E,4Z)-cyclohepta-1,4-dienyl)-1-methyl-4-nitro-1H-pyrazole). The yield is 41.9%. As a reaction SMILES: [CH3:1][N:2]1[C:6]([C:7]2(O)[CH2:13][CH2:12][CH:11]=[CH:10][CH2:9][CH2:8]2)=[C:5]([N+:15]([O-:17])=[O:16])[CH:4]=[N:3]1.COCCN(S(F)(F)F)CCOC.C([O-])(O)=O.[Na+]>C(Cl)Cl.C1COCC1>[C:7]1([C:6]2[N:2]([CH3:1])[N:3]=[CH:4][C:5]=2[N+:15]([O-:17])=[O:16])=[CH:8][CH2:9][CH:10]=[CH:11][CH2:12][CH2:13]1 |f:2.3|. Procedure: To a solution of (Z)-1-(1-methyl-4-nitro-1H-pyrazol-5-yl)cyclohept-4-enol (1.35 g, 5.70 mmol) in dry DCM (60 mL) was added dropwise a solution of deoxo-Fluor® (50% in THF, 6.2 mL, 17.1 mmol) and the reaction mixture was stirred at room temperature for 90 min. The mixture was cooled to 0° C. and saturated aqueous NaHCO3 solution (70 mL) was added, dropwise initially, and extracted with DCM (100 mL). The organic layer was separated, dried over MgSO4, and concentrated under reduced pressure. Purifi... Starting materials: C1(CC1)C=1N=C(C2=C(N1)CCCS2)Cl (2-Cyclopropyl-4-chloro-7,8-dihydro-6H-thiopyrano[3,2-d]pyrimidine), N1(CCNCC1)C=O (1-piperazinecarboxaldehyde). Run in C(C)#N (acetonitrile). Conditions: temperature 95 celsius. The product is O.Cl.Cl.C1(CC1)C=1N=C(C2=C(N1)CCCS2)N2CCNCC2.C2(CC2)C=2N=C(C1=C(N2)CCCS1)N1CCNCC1.Cl.Cl (2-Cyclopropyl-7,8-dihydro-4-(1-piperazinyl)-6H-thiopyrano[3,2-d]pyrimidine dihydrochloride hemihydrate). RXN SMILES: [CH:1]1([C:4]2[N:5]=[C:6]([Cl:14])[C:7]3[S:13][CH2:12][CH2:11][CH2:10][C:8]=3[N:9]=2)[CH2:3][CH2:2]1.[N:15]1([CH:21]=[O:22])[CH2:20][CH2:19][NH:18][CH2:17][CH2:16]1>C(#N)C>[OH2:22].[ClH:14].[ClH:14].[CH:1]1([C:4]2[N:5]=[C:6]([N:15]3[CH2:20][CH2:19][NH:18][CH2:17][CH2:16]3)[C:7]3[S:13][CH2:12][CH2:11][CH2:10][C:8]=3[N:9]=2)[CH2:3][CH2:2]1.[CH:1]1([C:4]2[N:5]=[C:21]([N:15]3[CH2:20][CH2:19][NH:18][CH2:17][CH2:16]3)[C:7]3[S:13][CH2:12][CH2:11][CH2:10][C:8]=3[N:9]=2)[CH2:2][CH2:3]1.[ClH:14].[ClH:14] |f:3.4.5.6.7.8.9|. Reported procedure: A solution of product from Step B (12.1 g), and 1-piperazinecarboxaldehyde (11 ml) in acetonitrile (150 ml) was heated at reflux for 16 hours. The acetonitrile was distilled at reduced pressure and the gummy residue treated with H2O (280 ml) and concentrated hydrochloric acid (70 ml) and heated at 95° C. for 1 hour. The solvent was distilled at reduced pressure, the residue treated with ammonium hydroxide, extracted with CH2Cl2 washed with water, brine and dried over K2CO3. The CH2Cl2 was distil... Starting materials: [Br-], O=C1CCN(Cc2ccccc2)CC1, C1CCOC1, Cc1ccc(C)c([Mg+])c1. The product is Cc1ccc(C)c(C2(O)CCN(Cc3ccccc3)CC2)c1. Reaction SMILES: [Br-:15].[CH2:1]([c:2]1[cH:3][cH:4][cH:5][cH:6][cH:7]1)[N:8]1[CH2:9][CH2:10][C:11](=[O:14])[CH2:12][CH2:13]1.[CH2:25]1[O:26][CH2:27][CH2:28][CH2:29]1.[CH3:16][c:17]1[c:18]([Mg+:24])[cH:19][c:20]([CH3:23])[cH:21][cH:22]1>>[CH2:1]([c:2]1[cH:3][cH:4][cH:5][cH:6][cH:7]1)[N:8]1[CH2:9][CH2:10][C:11]([OH:14])([c:18]2[c:17]([CH3:16])[cH:22][cH:21][c:20]([CH3:23])[cH:19]2)[CH2:12][CH2:13]1. Reactants: CC1(OCCO1)C1=CC=C(O1)CN1N=CC(=N1)N (2-[5-(2-methyl-[1,3]dioxolan-2-yl)-furan-2-ylmethyl]-2H-[1,2,3]triazol-4-ylamine), FC(C1=CC=C(C=C1)/C=C/C(=O)O)(F)F ((E)-3-(4-trifluoromethyl-phenyl)-acrylic acid). The product is C(C)(=O)C1=CC=C(O1)CN1N=CC(=N1)NC(\C=C\C1=CC=C(C=C1)C(F)(F)F)=O ((E)-N-[2-(5-Acetyl-furan-2-ylmethyl)-2H-[1,2,3]triazol-4-yl]-3-(4-trifluoromethyl-phenyl)-acrylamide). As a reaction SMILES: [CH3:1][C:2]1([C:7]2[O:11][C:10]([CH2:12][N:13]3[N:17]=[C:16]([NH2:18])[CH:15]=[N:14]3)=[CH:9][CH:8]=2)[O:6]CCO1.[F:19][C:20]([F:33])([F:32])[C:21]1[CH:26]=[CH:25][C:24](/[CH:27]=[CH:28]/[C:29](O)=[O:30])=[CH:23][CH:22]=1>>[C:2]([C:7]1[O:11][C:10]([CH2:12][N:13]2[N:17]=[C:16]([NH:18][C:29](=[O:30])/[CH:28]=[CH:27]/[C:24]3[CH:23]=[CH:22][C:21]([C:20]([F:32])([F:33])[F:19])=[CH:26][CH:25]=3)[CH:15]=[N:14]2)=[CH:9][CH:8]=1)(=[O:6])[CH3:1]. Reported procedure: Following general procedure A followed by either B or C, starting from 2-[5-(2-methyl-[1,3]dioxolan-2-yl)-furan-2-ylmethyl]-2H-[1,2,3]triazol-4-ylamine and (E)-3-(4-trifluoromethyl-phenyl)-acrylic acid. Starting materials: C(C)O[C@@H]1C[C@@H]2[C@@](NOC2)(C1)C1=C(C=CC=C1)F ((3aR*,5R*,6aS*)-5-ethoxy-6a-(2-fluorophenyl)hexahydrocyclopenta[c]isoxazole), C([O-])(O)=O.[Na+] (sodium bicarbonate), C(C)(=O)OCC (ethyl acetate). The reagents and catalysts are [Zn] (Zinc), [Zn] (zinc). Run in C(C)(=O)O (acetic acid). Reaction conditions: time 2 hour. Yields the product N[C@@]1([C@@H](C[C@H](C1)OCC)CO)C1=C(C=CC=C1)F ([(1R*,2S*,4R*)-2-amino-4-ethoxy-2-(2-fluorophenyl)cyclopentyl]methanol). The yield is 99.2%. As a reaction SMILES: [CH2:1]([O:3][C@H:4]1[CH2:11][C@:7]2([C:12]3[CH:17]=[CH:16][CH:15]=[CH:14][C:13]=3[F:18])[NH:8][O:9][CH2:10][C@@H:6]2[CH2:5]1)[CH3:2].C(=O)(O)[O-].[Na+].C(OCC)(=O)C>C(O)(=O)C.[Zn]>[NH2:8][C@@:7]1([C:12]2[CH:17]=[CH:16][CH:15]=[CH:14][C:13]=2[F:18])[CH2:11][C@H:4]([O:3][CH2:1][CH3:2])[CH2:5][C@H:6]1[CH2:10][OH:9] |f:1.2|. Reported procedure: Zinc (3.68 g) was added to a solution of (3aR*,5R*,6aS*)-5-ethoxy-6a-(2-fluorophenyl)hexahydrocyclopenta[c]isoxazole (540 mg) in acetic acid (15 mL), and the mixture was stirred at room temperature for two hours. A saturated sodium bicarbonate solution and ethyl acetate were added to the reaction solution, and zinc was removed by filtration. The filtrate was extracted with ethyl acetate. The extract was dried over anhydrous magnesium sulfate. The drying agent was removed by filtration and the fi... Reactants: COC(=O)C1=CNC2=CC=CC=C12 (1H-indole-3-carboxylic acid methyl ester), ClC1=CC(=NC2=CC=CC=C12)C (4-chloro-2-methyl-quinoline), C(=O)([O-])[O-].[Cs+].[Cs+] (Cs2CO3). Solvent: CN(C)C=O (DMF), O (water). Conditions: temperature 80 celsius, time 60 hour. The product is COC(=O)C1=CN(C2=CC=CC=C12)C1=CC(=NC2=CC=CC=C12)C (1-(2-methyl-quinolin-4-yl)-1H-indole-3-carboxylic acid methyl ester). RXN SMILES: [CH3:1][O:2][C:3]([C:5]1[C:13]2[C:8](=[CH:9][CH:10]=[CH:11][CH:12]=2)[NH:7][CH:6]=1)=[O:4].Cl[C:15]1[C:24]2[C:19](=[CH:20][CH:21]=[CH:22][CH:23]=2)[N:18]=[C:17]([CH3:25])[CH:16]=1.C([O-])([O-])=O.[Cs+].[Cs+]>CN(C=O)C.O>[CH3:1][O:2][C:3]([C:5]1[C:13]2[C:8](=[CH:9][CH:10]=[CH:11][CH:12]=2)[N:7]([C:15]2[C:24]3[C:19](=[CH:20][CH:21]=[CH:22][CH:23]=3)[N:18]=[C:17]([CH3:25])[CH:16]=2)[CH:6]=1)=[O:4] |f:2.3.4|. Reported procedure: 1 mmol (175 mg) of 1H-indole-3-carboxylic acid methyl ester, 1.1 mmol (195 mg) of 4-chloro-2-methyl-quinoline and 1.2 mmol (390 mg) of Cs2CO3 are suspended in 3 ml of dry DMF. The mixture is stirred for 60 h at 80° C. under argon, allowed to cool to room temperature, and diluted with water (20 ml). Part of the product precipitates and is filtered off, the filtrate is extracted twice with ethyl acetate (20 ml portions). The combined extracts are dried over anhydrous Na2SO4 and evaporated. The res... Reactants: C1(=CC=C(C=C1)S(=O)(=O)[O-])C.[NH+]1=CC=CC=C1 (Pyridinium p-toluenesulfonate), O1C(CCCC1)OC1=CC=C(C=C1)N1CCC(CC1)OCC1=CC=C(C=C1)OC(F)(F)F (1-[4-(tetrahydropyran-2-yloxy)phenyl]-4-(4-trifluoromethoxybenzyloxy)piperidine). Run in C(C)O (ethanol). Conditions: temperature 75 celsius, time 24 hour. Product: FC(OC1=CC=C(COC2CCN(CC2)C2=CC=C(C=C2)O)C=C1)(F)F (4-[4-(4-trifluoromethoxybenzyloxy)piperidin-1-yl]phenol). Isolated yield 73.9%. Reaction SMILES: C1(C)C=CC(S([O-])(=O)=O)=CC=1.[NH+]1C=CC=CC=1.O1CCCCC1[O:24][C:25]1[CH:30]=[CH:29][C:28]([N:31]2[CH2:36][CH2:35][CH:34]([O:37][CH2:38][C:39]3[CH:44]=[CH:43][C:42]([O:45][C:46]([F:49])([F:48])[F:47])=[CH:41][CH:40]=3)[CH2:33][CH2:32]2)=[CH:27][CH:26]=1>C(O)C>[F:48][C:46]([F:47])([F:49])[O:45][C:42]1[CH:41]=[CH:40][C:39]([CH2:38][O:37][CH:34]2[CH2:35][CH2:36][N:31]([C:28]3[CH:29]=[CH:30][C:25]([OH:24])=[CH:26][CH:27]=3)[CH2:32][CH2:33]2)=[CH:44][CH:43]=1 |f:0.1|. Procedure: Pyridinium p-toluenesulfonate (81 mg) was added to an ethanol solution (3 ml) of 1-[4-(tetrahydropyran-2-yloxy)phenyl]-4-(4-trifluoromethoxybenzyloxy)piperidine (507 mg) and the mixture was stirred at 70 to 80° C. for 24 hours. After being cooled to room temperature, the reaction mixture was concentrated under reduced pressure, ethyl acetate and a saturated sodium hydrogen carbonate aqueous solution were added to the residue, and the result was separated into layers. The organic layer was washed...